From a dataset of the Open Reaction Database (ORD), a public repository of structured organic reaction records. describe an organic reaction: reactants, conditions, products, and yield Starting materials: NC1=C2C(=NC=N1)N(N=C2C2=C(C=C(C=C2)F)OC)C(C)C=2OC1=CC=CC=C1C(C2C2=CC(=CC=C2)F)=O (2-(1-(4-amino-3-(4-fluoro-2-methoxyphenyl)-1H-pyrazolo[3,4-d]pyrimidin-1-yl)ethyl)-3-(3-fluorophenyl)-4H-chromen-4-one). Solvent: ClCCl (dichloromethane), B(Br)(Br)Br (BBr3), ClCCl (dichloromethane). Conditions: time 12 hour. Product: NC1=C2C(=NC=N1)N(N=C2C2=C(C=C(C=C2)F)O)C(C)C=2OC1=CC=CC=C1C(C2C2=CC(=CC=C2)F)=O (2-(1-(4-amino-3-(4-fluoro-2-hydroxyphenyl)-1H-pyrazolo[3,4-d]pyrimidin-1-yl)ethyl)-3-(3-fluorophenyl)-4H-chromen-4-one). The yield is 34.7%. As a reaction SMILES: [NH2:1][C:2]1[N:7]=[CH:6][N:5]=[C:4]2[N:8]([CH:20]([C:22]3[O:23][C:24]4[C:29]([C:30](=[O:39])[C:31]=3[C:32]3[CH:37]=[CH:36][CH:35]=[C:34]([F:38])[CH:33]=3)=[CH:28][CH:27]=[CH:26][CH:25]=4)[CH3:21])[N:9]=[C:10]([C:11]3[CH:16]=[CH:15][C:14]([F:17])=[CH:13][C:12]=3[O:18]C)[C:3]=12>ClCCl.B(Br)(Br)Br>[NH2:1][C:2]1[N:7]=[CH:6][N:5]=[C:4]2[N:8]([CH:20]([C:22]3[O:23][C:24]4[C:29]([C:30](=[O:39])[C:31]=3[C:32]3[CH:37]=[CH:36][CH:35]=[C:34]([F:38])[CH:33]=3)=[CH:28][CH:27]=[CH:26][CH:25]=4)[CH3:21])[N:9]=[C:10]([C:11]3[CH:16]=[CH:15][C:14]([F:17])=[CH:13][C:12]=3[OH:18])[C:3]=12. Procedure: To a solution of Example 90 (0.080 g, 0.152 mmoles) in dichloromethane (4 ml), BBr3 (1M in dichloromethane, 0.8 ml) was added at 0° C. and the reaction mixture was warmed to RT and then stirred for 12 h. The reaction mixture was quenched with 1.5N HCl solution and extracted with dichloromethane. The organic layer was dried over sodium sulphate and concentrated. The crude product was purified by column chromatography with methanol: dichloromethane to afford the title compound as off-white solid (... The reactants are Fc1cc(Cl)ccc1Br, CON(C)C(=O)C1CC1C#N, C1CCOC1, CC(C)C[Al+]CC(C)C, [Cl-], [Cl-], [H-], [Li+], [Mg], [NH4+]. The product is N#CC1CC1C(=O)c1ccc(Cl)cc1F. As a reaction SMILES: [Br:14][c:15]1[c:16]([F:22])[cH:17][c:18]([Cl:21])[cH:19][cH:20]1.[C:23](#[N:24])[CH:25]1[CH:26]([C:28](=[O:29])[N:30]([O:31][CH3:32])[CH3:33])[CH2:27]1.[CH2:36]1[O:37][CH2:38][CH2:39][CH2:40]1.[CH2:4]([Al+:5][CH2:6][CH:7]([CH3:8])[CH3:9])[CH:10]([CH3:11])[CH3:12].[Cl-:2].[Cl-:34].[H-:3].[Li+:1].[Mg:13].[NH4+:35]>>[c:15]1([C:28]([CH:26]2[CH:25]([C:23]#[N:24])[CH2:27]2)=[O:29])[c:16]([F:22])[cH:17][c:18]([Cl:21])[cH:19][cH:20]1. The reactants are CC(C(=O)O)c1cccc(C(=O)c2ccccc2)c1, CN1CCN(Cc2cc(C(=O)OCCCCO)cc(Br)c2N)CC1, c1c[n-]cn1. RXN SMILES: [C:30]([c:31]1[cH:32][cH:33][cH:34][cH:35][cH:36]1)(=[O:37])[c:38]1[cH:39][c:40]([CH:44]([C:45](=[O:46])[OH:47])[CH3:48])[cH:41][cH:42][cH:43]1.[NH2:1][c:2]1[c:3]([Br:24])[cH:4][c:5]([C:6](=[O:7])[O:8][CH2:9][CH2:10][CH2:11][CH2:12][OH:13])[cH:14][c:15]1[CH2:16][N:17]1[CH2:18][CH2:19][N:20]([CH3:23])[CH2:21][CH2:22]1.[n-:25]1[cH:26][cH:27][n:28][cH:29]1>>[NH2:1][c:2]1[c:3]([Br:24])[cH:4][c:5]([C:6](=[O:7])[O:8][CH2:9][CH2:10][CH2:11][CH2:12][O:13][C:45]([CH:44]([c:40]2[cH:39][c:38]([C:30]([c:31]3[cH:32][cH:33][cH:34][cH:35][cH:36]3)=[O:37])[cH:43][cH:42][cH:41]2)[CH3:48])=[O:46])[cH:14][c:15]1[CH2:16][N:17]1[CH2:18][CH2:19][N:20]([CH3:23])[CH2:21][CH2:22]1. Yields the product CC(C(=O)OCCCCOC(=O)c1cc(Br)c(N)c(CN2CCN(C)CC2)c1)c1cccc(C(=O)c2ccccc2)c1. The reactants are C(C=C)(=O)O (acrylic acid), NC=1C=C(C=CC1)C(F)(F)F (3-aminobenzotrifluoride), [OH-].[Na+] (sodium hydroxide). Solvent: O (Water). Conditions: temperature 100 celsius, time 1 hour. Product: FC(C=1C=C(C=CC1)NCCC(=O)O)(F)F (3-(3-(trifluoromethyl)phenylamino)propionic acid). Yield: 75.5%. As a reaction SMILES: [C:1]([OH:5])(=[O:4])[CH:2]=[CH2:3].[NH2:6][C:7]1[CH:8]=[C:9]([C:13]([F:16])([F:15])[F:14])[CH:10]=[CH:11][CH:12]=1.[OH-].[Na+]>O>[F:14][C:13]([F:15])([F:16])[C:9]1[CH:8]=[C:7]([NH:6][CH2:3][CH2:2][C:1]([OH:5])=[O:4])[CH:12]=[CH:11][CH:10]=1 |f:2.3|. Procedure: Water (150 mL) and acrylic acid (48 g) were added to 3-aminobenzotrifluoride (75 g). The reaction mixture was stirred at 100° C. for one hour. The solution was cooled to room temperature. The pH of the solution was then adjusted to 10 with a 1 N aqueous sodium hydroxide solution. The solution was washed with diethyl ether, and the pH of the solution was then adjusted to 3 with 1 N hydrochloric acid. The solution was extracted with diethyl ether. The organic layer was washed with a saturated brin... The reactants are CC(C)Cc1ccc(C(=O)O)s1, [Li]C, CCOCC. Yields the product CC(=O)c1ccc(CC(C)C)s1. Reaction SMILES: [CH2:1]([CH:2]([CH3:3])[CH3:4])[c:5]1[cH:6][cH:7][c:8]([C:10](=[O:11])[OH:12])[s:9]1.[CH3:13][Li:14].[CH3:15][CH2:16][O:17][CH2:18][CH3:19]>>[CH2:1]([CH:2]([CH3:3])[CH3:4])[c:5]1[cH:6][cH:7][c:8]([C:10](=[O:12])[CH3:13])[s:9]1. Starting materials: OCC=1N=CN(C1)CCC (4-hydroxymethyl-1-propylimidazole), S(=O)(Cl)Cl (thionyl chloride). Reaction conditions: temperature 90 celsius. Yields the product Cl.ClCC=1N=CN(C1)CCC (4-chloromethyl-1-propylimidazole hydrochloride). Reaction SMILES: O[CH2:2][C:3]1[N:4]=[CH:5][N:6]([CH2:8][CH2:9][CH3:10])[CH:7]=1.S(Cl)([Cl:13])=O>>[ClH:13].[Cl:13][CH2:2][C:3]1[N:4]=[CH:5][N:6]([CH2:8][CH2:9][CH3:10])[CH:7]=1 |f:2.3|. Procedure: To 4-hydroxymethyl-1-propylimidazole (2.5 g), thionyl chloride (25 ml) was added by portions at 0° C., and the mixture was heated for 30 minutes under nitrogen atmosphere at 90° C. The mixture was allowed to be at room temperature. The solvent was distilled off under reduced pressure and the obtained residue was dissolved in methanol. The solvent was distilled off again under reduced pressure, to give 4-chloromethyl-1-propylimidazole hydrochloride (3.47 g) as brown oil.